This data is from the Open Reaction Database (ORD), a public repository of structured organic reaction records. The task is: describe an organic reaction: reactants, conditions, products, and yield The reactants are IC1=CC(=CC2=C1N(C=N2)C2=CC=CC=C2)C(F)(F)F (7-iodo-1-phenyl-5-trifluoromethylbenzimidazole), ClC=1C=C(C=CC1)B(O)O (3-chlorobenzeneboronic acid), C(CCO)O (1,3-propanediol), C([O-])([O-])=O.[K+].[K+] (potassium carbonate). Reagents/catalysts: Cl[Pd]([P](C1=CC=CC=C1)(C2=CC=CC=C2)C3=CC=CC=C3)([P](C4=CC=CC=C4)(C5=CC=CC=C5)C6=CC=CC=C6)Cl (bis(triphenylphosphin)palladium dichloride). Product: ClC=1C=C(C=CC1)C1=CC(=CC2=C1N(C=N2)C2=CC=CC=C2)C(F)(F)F (7-(3-Chlorophenyl)-1-Phenyl-5-trifluoromethylbenzimidazole). RXN SMILES: I[C:2]1[C:7]2[N:8]([C:11]3[CH:16]=[CH:15][CH:14]=[CH:13][CH:12]=3)[CH:9]=[N:10][C:6]=2[CH:5]=[C:4]([C:17]([F:20])([F:19])[F:18])[CH:3]=1.[Cl:21][C:22]1[CH:23]=[C:24](B(O)O)[CH:25]=[CH:26][CH:27]=1.C(O)CCO.C(=O)([O-])[O-].[K+].[K+]>Cl[Pd](Cl)([P](C1C=CC=CC=1)(C1C=CC=CC=1)C1C=CC=CC=1)[P](C1C=CC=CC=1)(C1C=CC=CC=1)C1C=CC=CC=1>[Cl:21][C:22]1[CH:27]=[C:26]([C:2]2[C:7]3[N:8]([C:11]4[CH:16]=[CH:15][CH:14]=[CH:13][CH:12]=4)[CH:9]=[N:10][C:6]=3[CH:5]=[C:4]([C:17]([F:20])([F:19])[F:18])[CH:3]=2)[CH:25]=[CH:24][CH:23]=1 |f:3.4.5,^1:44,63|. Reported procedure: A mixture of 7-iodo-1-phenyl-5-trifluoromethylbenzimidazole (1.0 g, 2.6 mmol), 3-chlorobenzeneboronic acid (0.6 g, 3.87 mmol), 1,3-propanediol (1 ml, 12.9 mmol), potassium carbonate (1.8 g, 12.9 mmol) and bis(triphenylphosphin)palladium dichloride (100 mg, 0.14 mmol) was stirred at reflux for one hour. The cooled mixture was partitioned between water and ethyl acetate. The organic extract was dried and concentrated under reduced pressure. The concentrate was purified by chromatography on silica ... Starting materials: C(=O)(O)[O-].[Na+] (NaHCO3), C(C)(C)(C)OC(=O)N1CCC(=CC1)C1=CC2=C(N=CN=C2Cl)N1 (4-(4-chloro-7H-pyrrolo[2,3-d]-pyrimidin-6-yl)-3,6-dihydro-2H-pyridine-1-carboxylic acid tert-butyl ester), C1(=CC=CC2=CC=CC=C12)N (1-naphthylamine), FC(C(=O)O)(F)F (trifluoroacetic acid). Solvent: FC(CO)(F)F (2,2,2-trifluoroethanol). Reaction conditions: temperature 80 celsius. Yields the product C1(=CC=CC2=CC=CC=C12)NC=1C2=C(N=CN1)NC(=C2)C=2CCNCC2 (Naphthalen-1-yl-[6-(1,2,3,6-tetrahydropyridin-4-yl)-7H-pyrrolo[2,3-d]pyrimidin-4-yl]amine). RXN SMILES: C(OC([N:8]1[CH2:13][CH:12]=[C:11]([C:14]2[NH:23][C:17]3[N:18]=[CH:19][N:20]=[C:21](Cl)[C:16]=3[CH:15]=2)[CH2:10][CH2:9]1)=O)(C)(C)C.[C:24]1([NH2:34])[C:33]2[C:28](=[CH:29][CH:30]=[CH:31][CH:32]=2)[CH:27]=[CH:26][CH:25]=1.FC(F)(F)C(O)=O.C([O-])(O)=O.[Na+]>FC(F)(F)CO>[C:24]1([NH:34][C:21]2[C:16]3[CH:15]=[C:14]([C:11]4[CH2:10][CH2:9][NH:8][CH2:13][CH:12]=4)[NH:23][C:17]=3[N:18]=[CH:19][N:20]=2)[C:33]2[C:28](=[CH:29][CH:30]=[CH:31][CH:32]=2)[CH:27]=[CH:26][CH:25]=1 |f:3.4|. Reported procedure: A sealed tube containing a solution of 4-(4-chloro-7H-pyrrolo[2,3-d]-pyrimidin-6-yl)-3,6-dihydro-2H-pyridine-1-carboxylic acid tert-butyl ester (250 mg, 0.75 mmol), 1-naphthylamine (160 mg, 1.12 mmol) and trifluoroacetic acid (287 μL, 3.73 mmol) in 2,2,2-trifluoroethanol (5 mL) was heated at 80° C. and maintained at this temperature overnight. The product was poured into saturated NaHCO3 solution (50 mL) and the precipitate was filtered off, giving the title compound as an off-white solid. 1H NM... The reactants are [Al+3], CCCCCC1(CCCCC)Cc2c(cc(C(C)(C)C)c(OC(C)=O)c2C(C)(C)C)S1, Cl, [H-], [H-], [H-], [H-], [Li+], C1CCOC1. Product: CCCCCC1(CCCCC)Cc2c(cc(C(C)(C)C)c(O)c2C(C)(C)C)S1. RXN SMILES: [Al+3:2].[C:7](=[O:8])([CH3:9])[O:10][c:11]1[c:12]([C:34]([CH3:35])([CH3:36])[CH3:37])[cH:13][c:14]2[c:15]([c:29]1[C:30]([CH3:31])([CH3:32])[CH3:33])[CH2:16][C:17]([CH2:19][CH2:20][CH2:21][CH2:22][CH3:23])([CH2:24][CH2:25][CH2:26][CH2:27][CH3:28])[S:18]2.[ClH:38].[H-:1].[H-:4].[H-:5].[H-:6].[Li+:3].[O:39]1[CH2:40][CH2:41][CH2:42][CH2:43]1>>[OH:10][c:11]1[c:12]([C:34]([CH3:35])([CH3:36])[CH3:37])[cH:13][c:14]2[c:15]([c:29]1[C:30]([CH3:31])([CH3:32])[CH3:33])[CH2:16][C:17]([CH2:19][CH2:20][CH2:21][CH2:22][CH3:23])([CH2:24][CH2:25][CH2:26][CH2:27][CH3:28])[S:18]2.